This data is from the Open Reaction Database (ORD), a public repository of structured organic reaction records. The task is: describe an organic reaction: reactants, conditions, products, and yield Starting materials: S(=O)(=O)(C(F)(F)F)OS(=O)(=O)C(F)(F)F (Triflic anhydride), FC1=CC=C(C=C1)C1=C(C=2C(=CN=C(C2)O)O1)C(=O)NC (2-(4-fluorophenyl)-5-hydroxy-N-methylfuro[2,3-c]pyridine-3-carboxamide). Run in N1=CC=CC=C1 (pyridine). Conditions: time 1 hour. Yields the product FC(S(=O)(=O)OC=1C=C2C(=CN1)OC(=C2C(NC)=O)C2=CC=C(C=C2)F)(F)F (2-(4-fluorophenyl)-3-(methylcarbamoyl)furo[2,3-c]pyridin-5-yl trifluoromethanesulfonate), 2-(4-fluorophenyl)-3-(methylcarbamoyl)furo[2,3-c]pyridin-5-yltrifluoromethanesulfonate. The yield is 47.6%. As a reaction SMILES: S([O:8][S:9]([C:12]([F:15])([F:14])[F:13])(=[O:11])=[O:10])(C(F)(F)F)(=O)=O.[F:16][C:17]1[CH:22]=[CH:21][C:20]([C:23]2[O:32][C:26]3=[CH:27][N:28]=[C:29](O)[CH:30]=[C:25]3[C:24]=2[C:33]([NH:35][CH3:36])=[O:34])=[CH:19][CH:18]=1>N1C=CC=CC=1>[F:15][C:12]([F:13])([F:14])[S:9]([O:8][C:29]1[CH:30]=[C:25]2[C:24]([C:33](=[O:34])[NH:35][CH3:36])=[C:23]([C:20]3[CH:21]=[CH:22][C:17]([F:16])=[CH:18][CH:19]=3)[O:32][C:26]2=[CH:27][N:28]=1)(=[O:10])=[O:11]. Reported procedure: Triflic anhydride (Tf2O, 319 μL, 1.89 mmol) was added to a stirring solution of 2-(4-fluorophenyl)-5-hydroxy-N-methylfuro[2,3-c]pyridine-3-carboxamide (270 mg, 0.943 mmol) in pyridine (13 mL) at 0° C. and the mixture was allowed to warm to room temperature. It was allowed to stir for 1 hour then concentrated and diluted with EtOAc and washed with sat NaHCO3, and sat NaCl. The organic phase was dried over Na2SO4, filtered and concentrated and was purified on silica gel (Biotage, EtOAc/hexanes gra... Starting materials: O=C1C=CC(=NN1)C=1C=C(C(=O)O)C=CC1 (3-(6-oxo-1,6-dihydropyridazin-3-yl)benzoic acid), CO (methanol), S(=O)(Cl)Cl (thionyl chloride). Run at temperature 70 celsius, time 24 hour. The product is O=C1C=CC(=NN1)C=1C=C(C(=O)OC)C=CC1 (Methyl 3-(6-oxo-1,6-dihydropyridazin-3-yl)benzoate). RXN SMILES: [O:1]=[C:2]1[NH:7][N:6]=[C:5]([C:8]2[CH:9]=[C:10]([CH:14]=[CH:15][CH:16]=2)[C:11]([OH:13])=[O:12])[CH:4]=[CH:3]1.S(Cl)(Cl)=O.[CH3:21]O>>[O:1]=[C:2]1[NH:7][N:6]=[C:5]([C:8]2[CH:9]=[C:10]([CH:14]=[CH:15][CH:16]=2)[C:11]([O:13][CH3:21])=[O:12])[CH:4]=[CH:3]1. Procedure details: 12.3 g (57 mmol) of 3-(6-oxo-1,6-dihydropyridazin-3-yl)benzoic acid are dissolved in 240 ml of methanol, and 30 ml of thionyl chloride are added. The reaction mixture is stirred at 70° C. for 24 h. The reaction solution is evaporated, and the residue is digested with diethyl ether, and the residue is dried in vacuo. Reactants: C(C)OC(=O)C1=NC=C(C(=C1)C)Br (5-bromo-4-methyl-pyridine-2-carboxylic acid ethyl ester), C(=O)([O-])[O-].[K+].[K+] (K2CO3). The reagents and catalysts are C=1C=CC(=CC1)[P](C=2C=CC=CC2)(C=3C=CC=CC3)[Pd]([P](C=4C=CC=CC4)(C=5C=CC=CC5)C=6C=CC=CC6)([P](C=7C=CC=CC7)(C=8C=CC=CC8)C=9C=CC=CC9)[P](C=1C=CC=CC1)(C=1C=CC=CC1)C=1C=CC=CC1 (Pd(PPh3)4). The solvent is C(C)OCC (diethyl ether), COCCOC (DME). Conditions: temperature 80 celsius, time 6 hour. Product: C(C)OC(=O)C1=NC=C(C(=C1)C)C=C(C)C (4-methyl-5-(2-methyl-propenyl)-pyridine-2-carboxylic acid ethyl ester). Isolated yield 73.5%. Reaction SMILES: [CH2:1]([O:3][C:4]([C:6]1[CH:11]=[C:10]([CH3:12])[C:9](Br)=[CH:8][N:7]=1)=[O:5])[CH3:2].C([O-])([O-])=O.[K+].[K+]>COCCOC.C(OCC)C.C1C=CC([P]([Pd]([P](C2C=CC=CC=2)(C2C=CC=CC=2)C2C=CC=CC=2)([P](C2C=CC=CC=2)(C2C=CC=CC=2)C2C=CC=CC=2)[P](C2C=CC=CC=2)(C2C=CC=CC=2)C2C=CC=CC=2)(C2C=CC=CC=2)C2C=CC=CC=2)=CC=1>[CH2:1]([O:3][C:4]([C:6]1[CH:11]=[C:10]([CH3:12])[C:9]([CH:9]=[C:10]([CH3:12])[CH3:11])=[CH:8][N:7]=1)=[O:5])[CH3:2] |f:1.2.3,^1:34,36,55,74|. Procedure: To a solution of 5-bromo-4-methyl-pyridine-2-carboxylic acid ethyl ester (4.03 g, 16.5 mmol) in DME (43 mL), 2,4,6-tri-(2-methyl-propenyl)-cycloboroxane pyridine complex (5.36 g, 16.5 mmol) followed by 2 N aq. K2CO3-solution (16 mL) is added. The mixture is degassed and put under argon before Pd(PPh3)4 (343 mg, 0.297 mmol) is added. The mixture is stirred at 80° C. for 6 h before it is cooled to rt, diluted with diethyl ether (50 mL), washed with sat. aq. NaHCO3-solution (3×30 mL), dried over Mg... Reactants: S1C(=CC=C1)CC(=O)N[C@H]1[C@@H]2N(C(=C(CS2)OS(=O)(=O)C)C(=O)OCC2=CC=C(C=C2)[N+](=O)[O-])C1=O (p-nitrobenzyl 7β-(2-thienylacetamido)-3-methylsulfonyloxy-3-cephem-4-carboxylate), II (iodine), CN(C)C=O (DMF), [N-]=[N+]=[N-].[Na+] (sodium azide). Solvent: C1(=CC=CC=C1)C (toluene), C(C)(=O)OCC (ethyl acetate), C(C)(=O)OCC (ethyl acetate). Conditions: time 30 minute. Product: S1C(=CC=C1)CC(=O)N[C@H]1[C@@H]2N(C(=C(CS2)N=[N+]=[N-])C(=O)OCC2=CC=C(C=C2)[N+](=O)[O-])C1=O (p-Nitrobenzyl 7β-(2-thienylacetamido)-3-azido-3-cephem-4-carboxylate). As a reaction SMILES: [S:1]1[CH:5]=[CH:4][CH:3]=[C:2]1[CH2:6][C:7]([NH:9][C@@H:10]1[C:35](=[O:36])[N:12]2[C:13]([C:22]([O:24][CH2:25][C:26]3[CH:31]=[CH:30][C:29]([N+:32]([O-:34])=[O:33])=[CH:28][CH:27]=3)=[O:23])=[C:14](OS(C)(=O)=O)[CH2:15][S:16][C@H:11]12)=[O:8].CN(C=O)C.[N-:42]=[N+:43]=[N-:44].[Na+].II>C1(C)C=CC=CC=1.C(OCC)(=O)C>[S:1]1[CH:5]=[CH:4][CH:3]=[C:2]1[CH2:6][C:7]([NH:9][C@@H:10]1[C:35](=[O:36])[N:12]2[C:13]([C:22]([O:24][CH2:25][C:26]3[CH:31]=[CH:30][C:29]([N+:32]([O-:34])=[O:33])=[CH:28][CH:27]=3)=[O:23])=[C:14]([N:42]=[N+:43]=[N-:44])[CH2:15][S:16][C@H:11]12)=[O:8] |f:2.3|. Reported procedure: To a solution of 0.554 g. of p-nitrobenzyl 7β-(2-thienylacetamido)-3-methylsulfonyloxy-3-cephem-4-carboxylate in 10 ml. of DMF was added one molar equivalent (0.065 g.) of sodium azide and the mixture stirred at room temperature for 30 minutes. The mixture was transferred to a separatory funnel with ethyl acetate and the solution was washed three times with water, once with brine, dried over sodium sulfate and evaporated to dryness. The product, 0.523 g. obtained as a yellow froth, showed a sing... The reactants are COC(C[C@@H]1COC2=C1C=CC(=C2)O[C@@H]2CCC1=C(C=CC(=C21)F)B2OC(C(O2)(C)C)(C)C)=O ({(S)-6-[(R)-7-fluoro-4-(4,4,5,5-tetramethyl-[1,3,2]dioxaborolan-2-yl)-indan-1-yloxy]-2,3-dihydro-benzofuran-3-yl}-acetic acid methyl ester), BrC1=C(C=C(C=C1C)C1=NC=C(C=N1)C)C (2-(4-bromo-3,5-dimethyl-phenyl)-5-methyl-pyrimidine), BrC1=C2CC[C@H](C2=C(C=C1)F)OC1=CC2=C([C@@H](CO2)CC(=O)OC)C=C1 (Methyl 2-((S)-6-((R)-4-bromo-7-fluoro-2,3-dihydro-1H-inden-1-yloxy)-2,3-dihydrobenzofuran-3-yl)acetate). Yields the product COC(C[C@@H]1COC2=C1C=CC(=C2)O[C@@H]2CCC1=C(C=CC(=C21)F)C2=C(C=C(C=C2C)C2=NC=C(C=N2)C)C)=O ({(S)-6-[(R)-4-(2,6-Dimethyl-4-(5-methyl-pyrimidin-2-yl)-phenyl)-7-fluoro-indan-1-yloxy]-2,3-dihydro-benzofuran-3-yl}-acetic acid methyl ester). As a reaction SMILES: [CH3:1][O:2][C:3](=[O:34])[CH2:4][C@H:5]1[C:9]2[CH:10]=[CH:11][C:12]([O:14][C@H:15]3[C:23]4[C:18](=[C:19](B5OC(C)(C)C(C)(C)O5)[CH:20]=[CH:21][C:22]=4[F:24])[CH2:17][CH2:16]3)=[CH:13][C:8]=2[O:7][CH2:6]1.Br[C:36]1[C:41]([CH3:42])=[CH:40][C:39]([C:43]2[N:48]=[CH:47][C:46]([CH3:49])=[CH:45][N:44]=2)=[CH:38][C:37]=1[CH3:50].BrC1C=CC(F)=C2C=1CC[C@H]2OC1C=CC2[C@H](CC(OC)=O)COC=2C=1>>[CH3:1][O:2][C:3](=[O:34])[CH2:4][C@H:5]1[C:9]2[CH:10]=[CH:11][C:12]([O:14][C@H:15]3[C:23]4[C:18](=[C:19]([C:36]5[C:37]([CH3:50])=[CH:38][C:39]([C:43]6[N:44]=[CH:45][C:46]([CH3:49])=[CH:47][N:48]=6)=[CH:40][C:41]=5[CH3:42])[CH:20]=[CH:21][C:22]=4[F:24])[CH2:17][CH2:16]3)=[CH:13][C:8]=2[O:7][CH2:6]1. Reported procedure: The title compound is prepared from {(S)-6-[(R)-7-fluoro-4-(4,4,5,5-tetramethyl-[1,3,2]dioxaborolan-2-yl)-indan-1-yloxy]-2,3-dihydro-benzofuran-3-yl}-acetic acid methyl ester and 2-(4-bromo-3,5-dimethyl-phenyl)-5-methyl-pyrimidine following a procedure analogous to that described in Step 5 of Intermediate 1. LC (method 9): tR=1.27 min; Mass spectrum (ESI+): m/z=539 [M+H]+. The reactants are C1CCOC1, CO, [K+], [N-]=[N+]=NCc1cc(Cl)ccc1-c1nsnc1Cl, [OH-], O, c1ccc(P(c2ccccc2)c2ccccc2)cc1. The product is NCc1cc(Cl)ccc1-c1nsnc1Cl. As a reaction SMILES: [CH2:40]1[O:41][CH2:42][CH2:43][CH2:44]1.[CH3:45][OH:46].[K+:39].[N:1](=[N+:2]=[N-:3])[CH2:4][c:5]1[c:6](-[c:12]2[n:13][s:14][n:15][c:16]2[Cl:17])[cH:7][cH:8][c:9]([Cl:11])[cH:10]1.[OH-:38].[OH2:18].[c:19]1([P:20]([c:21]2[cH:22][cH:23][cH:24][cH:25][cH:26]2)[c:27]2[cH:28][cH:29][cH:30][cH:31][cH:32]2)[cH:33][cH:34][cH:35][cH:36][cH:37]1>>[NH2:1][CH2:4][c:5]1[c:6](-[c:12]2[n:13][s:14][n:15][c:16]2[Cl:17])[cH:7][cH:8][c:9]([Cl:11])[cH:10]1. The reactants are NCC1CCC(CC1)CN (1,4-bis(aminomethyl)cyclohexane), C(#N)C1=C(C=CC=C1)C#N (dicyanobenzene), C(#N)C1=C(C=CC=C1)C#N (dicyanobenzene). Product: NCC1=CC=C(C=C1)CN (1,4-bis(aminomethyl)benzene). RXN SMILES: [NH2:1][CH2:2][CH:3]1[CH2:8][CH2:7][CH:6]([CH2:9][NH2:10])[CH2:5][CH2:4]1.C(C1C=CC=CC=1C#N)#N>>[NH2:1][CH2:2][C:3]1[CH:8]=[CH:7][C:6]([CH2:9][NH2:10])=[CH:5][CH:4]=1. Procedure details: It is known to prepare 1,4-bis(aminomethyl)cyclohexane from dicyanobenzene in a two stage process as disclosed, e.g., in DE-A 3,003,730. In the first stage dicyanobenzene is catalytically hydrogenated to produce 1,4-bis(aminomethyl)benzene, which is then catalytically hydrogenated to produce 1,4-bis(aminomethyl)cyclohexane. One disadvantage is that the starting material must be produced with hydrogen cyanide. Starting materials: C(#N)C1=CC=NC=C1 (4-cyanopyridine), FC1=CC=C(N)C=C1 (4-fluoroaniline). The product is FC1=CC=C(C=C1)NC(=N)C1=CC=NC=C1 (N-(4-Fluorophenyl)pyridine-4-carboximidamide), 10. Yield: 56.5%. Reaction SMILES: [C:1]([C:3]1[CH:8]=[CH:7][N:6]=[CH:5][CH:4]=1)#[N:2].[F:9][C:10]1[CH:16]=[CH:15][C:13]([NH2:14])=[CH:12][CH:11]=1>>[F:9][C:10]1[CH:16]=[CH:15][C:13]([NH:14][C:1]([C:3]2[CH:8]=[CH:7][N:6]=[CH:5][CH:4]=2)=[NH:2])=[CH:12][CH:11]=1. Reported procedure: The title compound was prepared from 4-cyanopyridine (0.94 g, 9 mmol) and 4-fluoroaniline (1 g, 9 mmol) by following the procedure described in preparation 10 (1.1 g, yield 56.5%).